From a dataset of the Open Reaction Database (ORD), a public repository of structured organic reaction records. describe an organic reaction: reactants, conditions, products, and yield RXN SMILES: [CH2:1]([N:4]([CH2:13][CH:14]=[CH2:15])[CH:5]=[CH:6][CH:7]=[C:8]([C:11]#[N:12])[C:9]#[N:10])[CH:2]=[CH2:3].C([CH:18]1[O:22][C-:21]=[N:20][C:19]1=[O:23])=C>C(O)C>[CH:1]([N:20]1[C:19](=[O:23])[CH2:18][O:22][CH-:21]1)=[CH2:2].[CH2:1]([N:4]([CH:5]=[CH:6][CH:7]=[C:8]([C:9]#[N:10])[C:11]#[N:12])[CH2:13][CH:14]=[CH2:15])[CH:2]=[CH2:3] |f:3.4|. Starting materials: C(C=C)N(C=CC=C(C#N)C#N)CC=C (3-diallylaminoallylidenmalononitrile), C(=C)C1C(N=[C-]O1)=O (vinyloxazolidone). Product: C(=C)N1[CH-]OCC1=O.C(C=C)N(CC=C)C=CC=C(C#N)C#N (N-vinyloxazolidone diallylaminoallylidenmalononitrile). Procedure: 25 g of intermediate (A) and 25 g of vinyloxazolidone were dissolved in 150 ml of ethanol and added with 2.5 g of AZBN. The mixture was heated to reflux for 24 hours in a flask provided with stirrer and reflux condenser. At the end, it was cooled, precipitated in ether, washed and dried. The yield was 14.5 g of a product soluble in water and dimethylformamide, containing about 45% w/w of aminoallylidenmalononitrile moieties. Solvent: C(C)O (ethanol). The reactants are N#CBr (cyanogen bromide), ClC1=CC=2C(C3=CC=CC=C3OC2C=C1)=C1CCN(CC1)C (4-(2-chloro-9-xanthenylidene)-1-methylpiperidine). Run in C1=CC=CC=C1 (benzene), C1=CC=CC=C1 (benzene). Reaction conditions: temperature 55 celsius. The product is ClC1=CC=2C(C3=CC=CC=C3OC2C=C1)=C1CCN(CC1)C#N (4-(2-chloro-9-xanthenylidene)-1-cyanopiperidine). Reaction SMILES: [N:1]#[C:2]Br.[Cl:4][C:5]1[CH:18]=[CH:17][C:16]2[O:15][C:14]3[C:9](=[CH:10][CH:11]=[CH:12][CH:13]=3)[C:8](=[C:19]3[CH2:24][CH2:23][N:22](C)[CH2:21][CH2:20]3)[C:7]=2[CH:6]=1>C1C=CC=CC=1>[Cl:4][C:5]1[CH:18]=[CH:17][C:16]2[O:15][C:14]3[C:9](=[CH:10][CH:11]=[CH:12][CH:13]=3)[C:8](=[C:19]3[CH2:24][CH2:23][N:22]([C:2]#[N:1])[CH2:21][CH2:20]3)[C:7]=2[CH:6]=1. Reported procedure: A solution of cyanogen bromide (14.1 g., 0.133 mol) in benzene (200 ml) at 35° C. is treated with a solution of 4-(2-chloro-9-xanthenylidene)-1-methylpiperidine (31.2 g., 0.10 mol) in benzene (250 ml.) over 15 minutes. The solution is heated to 55° C. for four hours. The solvent is evaporated and the residue is recrystallized from ethanol to give 4-(2-chloro-9-xanthenylidene)-1-cyanopiperidine, m.p. 148°-150° C. A solution of the latter (27.2 g., 0.084 mol) in glacial acetic acid (450 ml.), wate... Starting materials: C(C)(=O)SC[C@H](C(=O)O)CC1=CC=CC=C1 ((S)-2-acetylthiomethyl-3-phenylpropanoic acid), S(=O)(Cl)Cl (thionyl chloride). Yields the product C(C)(=O)SCC(C(=O)Cl)CC1=CC=CC=C1 (2-acetylthiomethyl-3-phenylpropanoyl chloride). Reaction SMILES: [C:1]([S:4][CH2:5][C@@H:6]([CH2:10][C:11]1[CH:16]=[CH:15][CH:14]=[CH:13][CH:12]=1)[C:7](O)=[O:8])(=[O:3])[CH3:2].S(Cl)([Cl:19])=O>>[C:1]([S:4][CH2:5][CH:6]([CH2:10][C:11]1[CH:16]=[CH:15][CH:14]=[CH:13][CH:12]=1)[C:7]([Cl:19])=[O:8])(=[O:3])[CH3:2]. Reported procedure: (S)-2-Acetylthiomethyl-3-phenylpropanoic acid (Ia S) (Example 2, stage e) is treated with thionyl chloride according to the same procedure as that described in Example 3, stage f. Procedure details: A 500 ml round bottom flask containing 9.87 g (0.044 moles) of 10-methoxy-5H-dibenz[b,f]azepine prepared in Example 3 and 13.9 g (0.088 moles) of 3-dimethylaminopropylchloride was evacuated for several days. Anhydrous toluene (250 ml) was added followed by 7.04 g (0.176 moles) of sodium amide. The heterogeneous solution was stirred at ambient temperature for a few minutes and then refluxed for 16 hours. After 16 hours of refluxing, tlc analysis of the reaction mixture (silica gel GF plates, meth... RXN SMILES: [CH3:1][O:2][C:3]1[C:9]2[CH:10]=[CH:11][CH:12]=[CH:13][C:8]=2[NH:7][C:6]2[CH:14]=[CH:15][CH:16]=[CH:17][C:5]=2[CH:4]=1.[CH3:18][N:19]([CH3:24])[CH2:20][CH2:21][CH2:22]Cl.[NH2-].[Na+].CO.C(Cl)(Cl)Cl>O>[CH3:18][N:19]([CH3:24])[CH2:20][CH2:21][CH2:22][N:7]1[C:8]2[CH:13]=[CH:12][CH:11]=[CH:10][C:9]=2[C:3]([O:2][CH3:1])=[CH:4][C:5]2[CH:17]=[CH:16][CH:15]=[CH:14][C:6]1=2 |f:2.3,4.5|. The product is CN(CCCN1C2=C(C=C(C3=C1C=CC=C3)OC)C=CC=C2)C (5-(3'-Dimethylaminopropyl)-10-methoxy-5H-dibenz[b,f]azepine). The yield is 92.8%. Starting materials: CO.C(Cl)(Cl)Cl (methanol chloroform), COC1=CC2=C(NC3=C1C=CC=C3)C=CC=C2 (10-methoxy-5H-dibenz[b,f]azepine), CN(CCCCl)C (3-dimethylaminopropylchloride), sulfuric acid ceric sulfate, [NH2-].[Na+] (sodium amide), [NH2-].[Na+] (sodium amide). Solvent: O (water). The reactants are O (water), C(C)(C)(C)OC(NC1CCNCC1)=O (Piperidin-4-yl-carbamic acid tert-butyl ester), ClC1=NC(=CC=C1C(F)(F)F)Cl (2,6-dichloro-3-trifluoromethyl-pyridine), C([O-])([O-])=O.[Cs+].[Cs+] (cesium carbonate). Solvent: C(Cl)Cl (DCM), O1CCOCC1 (1,4-dioxane). The product is C(C)(C)(C)OC(NC1CCN(CC1)C1=NC(=C(C=C1)C(F)(F)F)Cl)=O (1-(6-Chloro-5-trifluoromethylpyridin-2-yl)piperidin-4-yl-carbamic acid tert-butyl ester). As a reaction SMILES: [C:1]([O:5][C:6](=[O:14])[NH:7][CH:8]1[CH2:13][CH2:12][NH:11][CH2:10][CH2:9]1)([CH3:4])([CH3:3])[CH3:2].[Cl:15][C:16]1[C:21]([C:22]([F:25])([F:24])[F:23])=[CH:20][CH:19]=[C:18](Cl)[N:17]=1.C(=O)([O-])[O-].[Cs+].[Cs+].O>O1CCOCC1.C(Cl)Cl>[C:1]([O:5][C:6](=[O:14])[NH:7][CH:8]1[CH2:13][CH2:12][N:11]([C:18]2[CH:19]=[CH:20][C:21]([C:22]([F:24])([F:25])[F:23])=[C:16]([Cl:15])[N:17]=2)[CH2:10][CH2:9]1)([CH3:4])([CH3:2])[CH3:3] |f:2.3.4|. Procedure: A stirred mixture of D7 (5.0 g, 25 mmol), 2,6-dichloro-3-trifluoromethyl-pyridine (5.4 g, 25 mmol) and cesium carbonate (12.22 g, 37.5 mmol) in 1,4-dioxane (75 mL) was heated at reflux under argon for 64 h. To the mixture, which was cooled to ambient temperature, was added water (250 mL) and DCM (250 mL) with shaking and the layers were separated. The aqueous phase was further extracted with DCM (250 mL) and the combined organic extracts were dried (MgSO4) and evaporated in vacuo to an oil. This... Starting materials: O=C([O-])[O-], C1COCCO1, COC1CNC1, CCSc1nc(Cl)cc(C)c1C(=O)NCc1cccc(F)c1, [Cs+], [Cs+]. Yields the product CCSc1nc(N2CC(OC)C2)cc(C)c1C(=O)NCc1cccc(F)c1. As a reaction SMILES: [C:29](=[O:30])([O-:31])[O-:32].[CH2:35]1[O:36][CH2:37][CH2:38][O:39][CH2:40]1.[CH3:23][O:24][CH:25]1[CH2:26][NH:27][CH2:28]1.[Cl:1][c:2]1[cH:3][c:4]([CH3:22])[c:5]([C:11](=[O:12])[NH:13][CH2:14][c:15]2[cH:16][c:17]([F:21])[cH:18][cH:19][cH:20]2)[c:6]([S:8][CH2:9][CH3:10])[n:7]1.[Cs+:33].[Cs+:34]>>[c:2]1([N:27]2[CH2:26][CH:25]([O:24][CH3:23])[CH2:28]2)[cH:3][c:4]([CH3:22])[c:5]([C:11](=[O:12])[NH:13][CH2:14][c:15]2[cH:16][c:17]([F:21])[cH:18][cH:19][cH:20]2)[c:6]([S:8][CH2:9][CH3:10])[n:7]1. Reactants: CCOP(=S)(OCC)OC1=C(C=C(C(=N1)Cl)Cl)Cl.O (chlorpyrifos water), sodium montmorillonite. The solvent is O (water). Product: CCOP(=S)(OCC)OC1=C(C=C(C(=N1)Cl)Cl)Cl (chlorpyrifos). As a reaction SMILES: [CH3:1][CH2:2][O:3][P:4]([O:9][C:10]1[N:15]=[C:14]([Cl:16])[C:13]([Cl:17])=[CH:12][C:11]=1[Cl:18])([O:6][CH2:7][CH3:8])=[S:5].O>O>[CH3:1][CH2:2][O:3][P:4]([O:9][C:10]1[N:15]=[C:14]([Cl:16])[C:13]([Cl:17])=[CH:12][C:11]=1[Cl:18])([O:6][CH2:7][CH3:8])=[S:5] |f:0.1|. Procedure: Mixture of a 2% chlorpyrifos/water dispersion with a 2% sodium montmorillonite clay/water suspension in a ratio sufficient to provide a chlorpyrifos concentration of at least about 8% based on the dry weight of the clay. The reactants are C(C(C(C(C=O)O)O)O)O (pentose), O=C[C@H](O)[C@H](O)[C@H](O)CO (D-ribose), N[C@@H](CCCCN)C(=O)O (L-lysine), N[C@@H](CCCNC(N)=N)C(=O)O (L-arginine). Reaction conditions: temperature 80 celsius. Yields the product C1=CN(C2=NC(=NC2=C1)NCCC[C@@H](C(=O)O)N)CCCC[C@@H](C(=O)O)N (Pentosidine). As a reaction SMILES: [CH2:1](O)[CH:2](O)[CH:3](O)[CH:4](O)[CH:5]=O.[NH2:11][C@H:12]([C:18]([OH:20])=[O:19])[CH2:13][CH2:14][CH2:15][CH2:16][NH2:17].[NH2:21][C@H:22]([C:30]([OH:32])=[O:31])[CH2:23][CH2:24][CH2:25][NH:26][C:27](=[NH:29])[NH2:28].O=C[C@@H]([C@@H]([C@@H](CO)O)O)O>>[CH:2]1[CH:3]=[C:4]2[C:5](=[N:29][C:27]([NH:26][CH2:25][CH2:24][CH2:23][C@H:22]([NH2:21])[C:30]([OH:32])=[O:31])=[N:28]2)[N:17]([CH2:16][CH2:15][CH2:14][CH2:13][C@H:12]([NH2:11])[C:18]([OH:20])=[O:19])[CH:1]=1. Reported procedure: In order to confirm the pentose-derived nature of the native fluorophore 100 mM each of L-lysine, L-arginine and D-ribose were heated for 1 hour at 80° C. Injection of a small amount of this synthetic material on HPLC revealed a major fluorescent peak co-eluting with the native fluorophore. (see FIG. 5) In order to substantiate the proposed structure, the synthetic fluorophore was prepared preparatively and purified. Total yield was 21 mg; i.e., 0.02% of the reactants.